From a dataset of the Open Reaction Database (ORD), a public repository of structured organic reaction records. describe an organic reaction: reactants, conditions, products, and yield The reactants are OC1=C2C(C(=O)NC2=O)=CC=C1O (3,4-Dihydroxyphthalimide), BrBr (bromine). The solvent is C(C)(=O)O (acetic acid). Product: BrC1=C(C(=C2C(C(=O)NC2=O)=C1)O)O (5-bromo-3,4-dihydroxyphthalimide). As a reaction SMILES: [OH:1][C:2]1[C:12]([OH:13])=[CH:11][CH:10]=[C:4]2[C:5]([NH:7][C:8](=[O:9])[C:3]=12)=[O:6].[Br:14]Br>C(O)(=O)C>[Br:14][C:11]1[CH:10]=[C:4]2[C:5]([NH:7][C:8](=[O:9])[C:3]2=[C:2]([OH:1])[C:12]=1[OH:13])=[O:6]. Procedure details: 3,4-Dihydroxyphthalimide (Example 4e) was heated with bromine in acetic acid for about 6 hours to give 5-bromo-3,4-dihydroxyphthalimide which was subsequently treated in a manner similar to Example 1f)-h). As a reaction SMILES: [CH2:1]([CH3:2])[NH:3][C:4]([NH:5][O:6][CH2:7][C:8](=[O:9])[OH:10])=[O:11].[NH2:12][CH:13]([C:14](=[O:15])[N:16]([CH2:17][c:18]1[cH:19][cH:20][cH:21][c:22]2[cH:23][cH:24][cH:25][n:26][c:27]12)[CH:28]([CH:29]([O:30][CH2:31][CH3:32])[O:33][CH2:34][CH3:35])[CH3:36])[CH2:37][c:38]1[cH:39][cH:40][c:41]([O:44][C:45]([CH3:46])([CH3:47])[CH3:48])[cH:42][cH:43]1>>[CH2:1]([CH3:2])[NH:3][C:4]([NH:5][O:6][CH2:7][C:8](=[O:10])[NH:12][CH:13]([C:14](=[O:15])[N:16]([CH2:17][c:18]1[cH:19][cH:20][cH:21][c:22]2[cH:23][cH:24][cH:25][n:26][c:27]12)[CH:28]([CH:29]([O:30][CH2:31][CH3:32])[O:33][CH2:34][CH3:35])[CH3:36])[CH2:37][c:38]1[cH:39][cH:40][c:41]([O:44][C:45]([CH3:46])([CH3:47])[CH3:48])[cH:42][cH:43]1)=[O:11]. The reactants are CCNC(=O)NOCC(=O)O, CCOC(OCC)C(C)N(Cc1cccc2cccnc12)C(=O)C(N)Cc1ccc(OC(C)(C)C)cc1. The product is CCNC(=O)NOCC(=O)NC(Cc1ccc(OC(C)(C)C)cc1)C(=O)N(Cc1cccc2cccnc12)C(C)C(OCC)OCC. Reactants: ClCC=1OC2=C(N1)C=CC=C2 (2-(chloromethyl) benzoxazole), [H-].[Na+] (sodium hydride), oil, COC1=NC(=C(C=C1O)CC)C (2-methoxy-3-hydroxy-5-ethyl-6-methylpyridine). Run in CN(C=O)C (dimethylformamide), C(C)OCC (diethyl ether). Run at temperature 60 celsius. Product: O1C(=NC2=C1C=CC=C2)COC=2C(=NC(=C(C2)CC)C)OC (3-[(benzoxazol-2-yl)methoxy]-2-methoxy-5-ethyl-6-methylpyridine). Isolated yield 33.5%. RXN SMILES: [H-].[Na+].[CH3:3][O:4][C:5]1[C:10]([OH:11])=[CH:9][C:8]([CH2:12][CH3:13])=[C:7]([CH3:14])[N:6]=1.Cl[CH2:16][C:17]1[O:18][C:19]2[CH:25]=[CH:24][CH:23]=[CH:22][C:20]=2[N:21]=1>CN(C)C=O.C(OCC)C>[O:18]1[C:19]2[CH:25]=[CH:24][CH:23]=[CH:22][C:20]=2[N:21]=[C:17]1[CH2:16][O:11][C:10]1[C:5]([O:4][CH3:3])=[N:6][C:7]([CH3:14])=[C:8]([CH2:12][CH3:13])[CH:9]=1 |f:0.1|. Procedure: A quantity of 60% sodium hydride in mineral oil (24 mg, 0.6 mmol) was added to a solution of 2-methoxy-3-hydroxy-5-ethyl-6-methylpyridine (77 mg, 0.46 mmol) in dry dimethylformamide (2 mL). After gas evolution ceased, 2-(chloromethyl) benzoxazole (100 mg, 0.6 mmol) was added and the reaction mixture warmed at 60° C. for one hour. The reaction was then cooled, diluted with diethyl ether, the ether extract washed with water, dried (Na2SO4), filtered and evaporated to give 151 mg of crude mixture. ... Starting materials: Fc1ccc(Br)c(F)c1, CC(C)(C)OC(=O)N1CC(O)C1, C1CCOC1, CC(C)(C)[O-], [K+], CN(C)C=O. Product: CC(C)(C)OC(=O)N1CC(Oc2cc(F)ccc2Br)C1. RXN SMILES: [Br:24][c:25]1[c:26]([F:32])[cH:27][c:28]([F:31])[cH:29][cH:30]1.[C:1](=[O:2])([O:3][C:4]([CH3:5])([CH3:6])[CH3:7])[N:8]1[CH2:9][CH:10]([OH:12])[CH2:11]1.[CH2:19]1[O:20][CH2:21][CH2:22][CH2:23]1.[CH3:13][C:14]([CH3:15])([O-:16])[CH3:17].[K+:18].[O:33]=[CH:34][N:35]([CH3:36])[CH3:37]>>[C:1](=[O:2])([O:3][C:4]([CH3:5])([CH3:6])[CH3:7])[N:8]1[CH2:9][CH:10]([O:12][c:26]2[c:25]([Br:24])[cH:30][cH:29][c:28]([F:31])[cH:27]2)[CH2:11]1. Reactants: CC(=O)NCc1ccc(CN(C)C)cc1, Cl. The product is CN(C)Cc1ccc(CN)cc1. Reaction SMILES: [CH3:1][N:2]([CH3:3])[CH2:4][c:5]1[cH:6][cH:7][c:8]([CH2:11][NH:12][C:13](=[O:14])[CH3:15])[cH:9][cH:10]1.[ClH:16]>>[CH3:1][N:2]([CH3:3])[CH2:4][c:5]1[cH:6][cH:7][c:8]([CH2:11][NH2:12])[cH:9][cH:10]1. Reactants: O (water), C(CCCCCCCCCCCCCCC)(=O)OC(CSCCC(=O)O)COC(CCCCCCCCCCCCCCC)=O (6,7-bis(palmitoyloxy)-4-thiaheptanoic acid), P(=O)(OCC)(OCC)C#N (diethyl cyanophosphate), Example 4, Cl.C(C)(C)(C)OC(CNC(CN)=O)=O (glycylglycine t-butyl ester hydrochloride). Solvent: C(C)N(CC)CC (triethylamine), CN(C=O)C (dimethyl formamide). Run at time 17 hour. The product is C(C)(C)(C)OC(CNC(CNC(CCSCC(COC(CCCCCCCCCCCCCCC)=O)OC(CCCCCCCCCCCCCCC)=O)=O)=O)=O ((6,7-bis(palmitoyloxy)-4-thiaheptanoyl)glycylglycine t-butyl ester). The yield is 78.0%. As a reaction SMILES: [C:1]([O:18][CH:19]([CH2:27][O:28][C:29](=[O:45])[CH2:30][CH2:31][CH2:32][CH2:33][CH2:34][CH2:35][CH2:36][CH2:37][CH2:38][CH2:39][CH2:40][CH2:41][CH2:42][CH2:43][CH3:44])[CH2:20][S:21][CH2:22][CH2:23][C:24]([OH:26])=O)(=[O:17])[CH2:2][CH2:3][CH2:4][CH2:5][CH2:6][CH2:7][CH2:8][CH2:9][CH2:10][CH2:11][CH2:12][CH2:13][CH2:14][CH2:15][CH3:16].Cl.[C:47]([O:51][C:52](=[O:59])[CH2:53][NH:54][C:55](=[O:58])[CH2:56][NH2:57])([CH3:50])([CH3:49])[CH3:48].P(C#N)(OCC)(OCC)=O.O>CN(C)C=O.C(N(CC)CC)C>[C:47]([O:51][C:52](=[O:59])[CH2:53][NH:54][C:55](=[O:58])[CH2:56][NH:57][C:24](=[O:26])[CH2:23][CH2:22][S:21][CH2:20][CH:19]([O:18][C:1](=[O:17])[CH2:2][CH2:3][CH2:4][CH2:5][CH2:6][CH2:7][CH2:8][CH2:9][CH2:10][CH2:11][CH2:12][CH2:13][CH2:14][CH2:15][CH3:16])[CH2:27][O:28][C:29](=[O:45])[CH2:30][CH2:31][CH2:32][CH2:33][CH2:34][CH2:35][CH2:36][CH2:37][CH2:38][CH2:39][CH2:40][CH2:41][CH2:42][CH2:43][CH3:44])([CH3:50])([CH3:48])[CH3:49] |f:1.2|. Procedure details: To a solution of 6,7-bis(palmitoyloxy)-4-thiaheptanoic acid as obtained in Reference Example 4 (200 mg) and glycylglycine t-butyl ester hydrochloride (80 mg) in dimethyl formamide (3 ml), triethylamine (0.099 ml) and diethyl cyanophosphate (73 mg) were added, followed by stirring at room temperature for 17 hours. After addition of water, the reaction mixture was extracted with chloroform. The extract was washed with a 5% aqueous solution of citric acid, a saturated aqueous solution of sodium hyd...